Dataset: the Open Reaction Database (ORD), a public repository of structured organic reaction records. Task: describe an organic reaction: reactants, conditions, products, and yield RXN SMILES: [CH2:1]([c:2]1[cH:3][cH:4][cH:5][cH:6][cH:7]1)[O:8][c:9]1[cH:10][c:11]2[c:12](=[O:44])[n:13]([CH2:33][c:34]3[cH:35][c:36]([O:42][CH3:43])[c:37]([O:40][CH3:41])[cH:38][cH:39]3)[c:14](=[O:32])[n:15]([CH:19]3[CH2:20][CH2:21][N:22]([C:25]([O:26][C:27]([CH3:28])([CH3:29])[CH3:30])=[O:31])[CH2:23][CH2:24]3)[c:16]2[cH:17][cH:18]1.[Cl:58][CH2:59][Cl:60].[F:45][C:46]([F:47])([F:48])[C:49]([OH:50])=[O:51].[K+:52].[K+:53].[O-:54][C:55]([O-:56])=[O:57]>>[CH2:1]([c:2]1[cH:3][cH:4][cH:5][cH:6][cH:7]1)[O:8][c:9]1[cH:10][c:11]2[c:12](=[O:44])[n:13]([CH2:33][c:34]3[cH:35][c:36]([O:42][CH3:43])[c:37]([O:40][CH3:41])[cH:38][cH:39]3)[c:14](=[O:32])[n:15]([CH:19]3[CH2:20][CH2:21][NH:22][CH2:23][CH2:24]3)[c:16]2[cH:17][cH:18]1. Starting materials: COc1ccc(Cn2c(=O)c3cc(OCc4ccccc4)ccc3n(C3CCN(C(=O)OC(C)(C)C)CC3)c2=O)cc1OC, ClCCl, O=C(O)C(F)(F)F, [K+], [K+], O=C([O-])[O-]. Product: COc1ccc(Cn2c(=O)c3cc(OCc4ccccc4)ccc3n(C3CCNCC3)c2=O)cc1OC. Procedure: Prepared analogously to Example 14b from 4'-[[2-ethyl-4-methyl-6-(2-phenoxy-3-methylsulphonyl-isoureido)-1H-benzimidazol -1-yl]-methyl]-2-(1H-tetrazol-5-yl)-biphenyl and dimethylamine. Yields the product C(C)C1=NC2=C(N1CC1=CC=C(C=C1)C1=C(C=CC=C1)C1=NN=NN1)C=C(C=C2C)NC(=NS(=O)(=O)C)N(C)C (4'-[[2-Ethyl-4-methyl-6-(3,3-dimethyl-2-methylsulphonyl-guanidino) -1H-benzimidazol-1-yl]-methyl]-2-(1H-tetrazol-5-yl)-biphenyl). As a reaction SMILES: [CH2:1]([C:3]1[N:7]([CH2:8][C:9]2[CH:14]=[CH:13][C:12]([C:15]3[CH:20]=[CH:19][CH:18]=[CH:17][C:16]=3[C:21]3[NH:25][N:24]=[N:23][N:22]=3)=[CH:11][CH:10]=2)[C:6]2[CH:26]=[C:27]([NH:31][C:32](=[N:41][S:42]([CH3:45])(=[O:44])=[O:43])OOC3C=CC=CC=3)[CH:28]=[C:29]([CH3:30])[C:5]=2[N:4]=1)[CH3:2].[CH3:46][NH:47][CH3:48]>>[CH2:1]([C:3]1[N:7]([CH2:8][C:9]2[CH:14]=[CH:13][C:12]([C:15]3[CH:20]=[CH:19][CH:18]=[CH:17][C:16]=3[C:21]3[NH:22][N:23]=[N:24][N:25]=3)=[CH:11][CH:10]=2)[C:6]2[CH:26]=[C:27]([NH:31][C:32]([N:47]([CH3:48])[CH3:46])=[N:41][S:42]([CH3:45])(=[O:44])=[O:43])[CH:28]=[C:29]([CH3:30])[C:5]=2[N:4]=1)[CH3:2]. The reactants are C(C)C1=NC2=C(N1CC1=CC=C(C=C1)C1=C(C=CC=C1)C1=NN=NN1)C=C(C=C2C)NC(OOC2=CC=CC=C2)=NS(=O)(=O)C (4'-[[2-ethyl-4-methyl-6-(2-phenoxy-3-methylsulphonyl-isoureido)-1H-benzimidazol -1-yl]-methyl]-2-(1H-tetrazol-5-yl)-biphenyl), CNC (dimethylamine). As a reaction SMILES: [CH3:13][OH:14].[CH3:1][O:2][c:3]1[n:4][cH:5][c:6]([N+:10]([O-:11])=[O:12])[cH:7][c:8]1[CH3:9]>>[CH3:1][O:2][c:3]1[n:4][cH:5][c:6]([NH2:10])[cH:7][c:8]1[CH3:9]. Product: COc1ncc(N)cc1C. Reactants: CO, COc1ncc([N+](=O)[O-])cc1C.